The task is: describe an organic reaction: reactants, conditions, products, and yield. This data is from the Open Reaction Database (ORD), a public repository of structured organic reaction records. The reactants are C(C)OC(CC(C1=CC=CC=C1)=O)=O (3-oxo-3-phenyl-propionic acid ethyl ester), C(C)OC(=O)C=1NN=C(C1)N (5-amino-2H-pyrazole-3-carboxylic acid ethyl ester). The solvent is C(C)(=O)O (acetic acid). Product: C(C)OC(=O)C1=NN2C(NC(=CC2=O)C2=CC=CC=C2)=C1 (7-oxo-5-phenyl-4,7-dihydro-pyrazolo[1,5-a]pyrimidine-2-carboxylic acid ethyl ester). Isolated yield 55.9%. As a reaction SMILES: C(O[C:4](=[O:14])[CH2:5][C:6](=O)[C:7]1[CH:12]=[CH:11][CH:10]=[CH:9][CH:8]=1)C.[CH2:15]([O:17][C:18]([C:20]1[NH:21][N:22]=[C:23]([NH2:25])[CH:24]=1)=[O:19])[CH3:16]>C(O)(=O)C>[CH2:15]([O:17][C:18]([C:20]1[CH:24]=[C:23]2[NH:25][C:6]([C:7]3[CH:8]=[CH:9][CH:10]=[CH:11][CH:12]=3)=[CH:5][C:4](=[O:14])[N:22]2[N:21]=1)=[O:19])[CH3:16]. Reported procedure: A solution of 0.56 mL (3.22 mmol) of 3-oxo-3-phenyl-propionic acid ethyl ester and 0.50 g (3.22 mmol) 5-amino-2H-pyrazole-3-carboxylic acid ethyl ester in 4 mL of acetic acid (HOAc) was heated at reflux for 4 h, during which time a precipitate formed. The precipitate was filtered off, washed with ethyl acetate and dried to give 0.51 g (56% yield) of 7-oxo-5-phenyl-4,7-dihydro-pyrazolo[1,5-a]pyrimidine-2-carboxylic acid ethyl ester as a solid as indicated by 1H NMR; LC-MS—calcd for C15H13N3O3 [M+... The reactants are CN(C)Cc1cccc(OCCCN)c1, Clc1nc2ccccc2s1. Product: CN(C)Cc1cccc(OCCCNc2nc3ccccc3s2)c1. As a reaction SMILES: [CH3:1][N:2]([CH3:3])[CH2:4][c:5]1[cH:6][c:7]([O:8][CH2:9][CH2:10][CH2:11][NH2:12])[cH:13][cH:14][cH:15]1.[Cl:16][c:17]1[s:18][c:19]2[c:20]([n:21]1)[cH:22][cH:23][cH:24][cH:25]2>>[CH3:1][N:2]([CH3:3])[CH2:4][c:5]1[cH:6][c:7]([O:8][CH2:9][CH2:10][CH2:11][NH:12][c:17]2[s:18][c:19]3[c:20]([n:21]2)[cH:22][cH:23][cH:24][cH:25]3)[cH:13][cH:14][cH:15]1. Reactants: N#Cc1cccc(N=C=O)c1, NCCCN1CCC(Cc2ccccc2)CC1, C1CCOC1. Product: N#Cc1cccc(NC(=O)NCCCN2CCC(Cc3ccccc3)CC2)c1. Reaction SMILES: [C:18](#[N:19])[c:20]1[cH:21][c:22]([N:26]=[C:27]=[O:28])[cH:23][cH:24][cH:25]1.[CH2:1]([c:2]1[cH:3][cH:4][cH:5][cH:6][cH:7]1)[CH:8]1[CH2:9][CH2:10][N:11]([CH2:14][CH2:15][CH2:16][NH2:17])[CH2:12][CH2:13]1.[CH2:29]1[O:30][CH2:31][CH2:32][CH2:33]1>>[CH2:1]([c:2]1[cH:3][cH:4][cH:5][cH:6][cH:7]1)[CH:8]1[CH2:9][CH2:10][N:11]([CH2:14][CH2:15][CH2:16][NH:17][C:27]([NH:26][c:22]2[cH:21][c:20]([C:18]#[N:19])[cH:25][cH:24][cH:23]2)=[O:28])[CH2:12][CH2:13]1. Reactants: COC=1C=C(C=CC1)O (3-methoxyphenol), ClC1=NC=CC(=C1)[N+](=O)[O-] (2-chloro-4-nitropyridine), [H-].[Na+] (sodium hydride), oil. Yields the product ClC1=NC=CC(=C1)OC1=CC(=CC=C1)OC (2-chloro-4-(3-methoxyphenoxy)pyridine). The yield is 95.2%. Reaction SMILES: [CH3:1][O:2][C:3]1[CH:4]=[C:5]([OH:9])[CH:6]=[CH:7][CH:8]=1.[H-].[Na+].[Cl:12][C:13]1[CH:18]=[C:17]([N+]([O-])=O)[CH:16]=[CH:15][N:14]=1>>[Cl:12][C:13]1[CH:18]=[C:17]([O:9][C:5]2[CH:6]=[CH:7][CH:8]=[C:3]([O:2][CH3:1])[CH:4]=2)[CH:16]=[CH:15][N:14]=1 |f:1.2|. Procedure: Using the method of Example 3, Step A, 3-methoxyphenol (2.35 g, 18.9 mmol), 60% sodium hydride in mineral oil (0.757 g, 18.9 mmol), and 2-chloro-4-nitropyridine (3.00 g, 18.9 mmol) were reacted to provide 2-chloro-4-(3-methoxyphenoxy)pyridine (4.24 g, 95.1% yield) as a thick oil. 1H NMR (CDCl3) 6 (8.23 (d, 1H), 7.34 (t, 1H), 6.80-6.85 (m, 3H), 6.63-6.69 (m, 2H), 3.82 (s, 3H). The reactants are CN(S(=O)(=O)N1C(=NC=C1SC1=CC=CC=C1)[Si](C)(C)C(C)(C)C)C (2-(t-butyldimethylsilyl)-5-phenylsulfanylimidazole-1-sulfonic acid dimethylamide), [H-].[H-].[H-].[H-].[Li+].[Al+3] (LiAlH4), C1CCOC1 (THF). Run at temperature 20 celsius, time 1 hour. Product: CN(S(=O)(=O)N1C(=NC=C1C=O)[Si](C)(C)C(C)(C)C)C (1-dimethylsulfamoyl-2-t-butyldimethylsilyl-5-imidazolecarboxaldehyde). Yield: 98.0%. RXN SMILES: [CH3:1][N:2]([CH3:25])[S:3]([N:6]1[C:10](SC2C=CC=CC=2)=[CH:9][N:8]=[C:7]1[Si:18]([C:21]([CH3:24])([CH3:23])[CH3:22])([CH3:20])[CH3:19])(=[O:5])=[O:4].[H-].[H-].[H-].[H-].[Li+].[Al+3].C1C[O:35][CH2:34]C1>>[CH3:25][N:2]([CH3:1])[S:3]([N:6]1[C:10]([CH:34]=[O:35])=[CH:9][N:8]=[C:7]1[Si:18]([C:21]([CH3:23])([CH3:24])[CH3:22])([CH3:19])[CH3:20])(=[O:5])=[O:4] |f:1.2.3.4.5.6|. Reported procedure: 2,3-Dimethyl-1,3-butadiene (10.16 g, 123.72 mmol), ethyl acrylate (11.06 g, 110.47 mmol) and hydroquinone (0.12 g, 1.11 mmol) were heated with stirring at 165° C. in a sealed tube for 16 h and then at 205° C. for an additional 4 h. Kugelrohr distillation of the resulting residue at 150° C. and 0.5 torr gave 14.11 g (70%) of cyclohexene ester 1 as an oil in the 20° C. bulb. To a solution of the ester 1 (13.62 g, 72.32 mmol) in anhydrous THF (200 ml) at −78° C. under argon added the LiAlH4 (54.30 ... The reactants are COC1=C2C(=NC=C1)C(N(C21CCCCC1)CC1=CC=C(C=C1)OC)=O (4′-methoxy-6′-(4-methoxybenzyl)spiro[cyclohexane-1,5′-pyrrolo[3,4-b]pyridin]-7′(6′H)-one), B(Br)(Br)Br (boron tribromide). The solvent is ClCCl (dichloromethane). Reaction conditions: time 2 hour. The product is OC1=C2C(=NC=C1)C(N(C21CCCCC1)CC1=CC=C(C=C1)OC)=O (4′-hydroxy-6′-(4-methoxybenzyl)spiro[cyclohexane-1,5′-pyrrolo[3,4-b]pyridin]-7′(6′H)-one). RXN SMILES: C[O:2][C:3]1[CH:8]=[CH:7][N:6]=[C:5]2[C:9](=[O:26])[N:10]([CH2:17][C:18]3[CH:23]=[CH:22][C:21]([O:24][CH3:25])=[CH:20][CH:19]=3)[C:11]3([CH2:16][CH2:15][CH2:14][CH2:13][CH2:12]3)[C:4]=12.B(Br)(Br)Br>ClCCl>[OH:2][C:3]1[CH:8]=[CH:7][N:6]=[C:5]2[C:9](=[O:26])[N:10]([CH2:17][C:18]3[CH:19]=[CH:20][C:21]([O:24][CH3:25])=[CH:22][CH:23]=3)[C:11]3([CH2:16][CH2:15][CH2:14][CH2:13][CH2:12]3)[C:4]=12. Procedure: Treat a solution of 4′-methoxy-6′-(4-methoxybenzyl)spiro[cyclohexane-1,5′-pyrrolo[3,4-b]pyridin]-7′(6′H)-one (4, 1.0 mmol, 1 eq) in dichloromethane (25 mL) with boron tribromide (2.0 mmol, 2 eq) at 0° C. Stir the mixture for 2 h at room temperature and quench with water at 0° C. Extract the mixture with ethyl acetate and remove the solvent under reduced pressure to get the crude. Purity the crude by silica gel column chromatography to get 4′-hydroxy-6′-(4-methoxybenzyl)spiro[cyclohexane-1,5′-pyr... Starting materials: CC1(C)OCC(CON)O1, CCN(C(C)C)C(C)C, O=C(Oc1c(F)c(F)c(F)c(F)c1F)c1cc(Cl)c(F)c(F)c1Nc1ccc(I)cc1Cl, C1CCOC1. The product is CC1(C)OCC(CONC(=O)c2cc(Cl)c(F)c(F)c2Nc2ccc(I)cc2Cl)O1. RXN SMILES: [CH3:33][C:34]1([CH3:42])[O:35][CH2:36][CH:37]([CH2:39][O:40][NH2:41])[O:38]1.[CH:43]([N:44]([CH:45]([CH3:46])[CH3:47])[CH2:48][CH3:49])([CH3:50])[CH3:51].[F:1][c:2]1[c:3]([O:4][C:9]([c:10]2[c:11]([NH:19][c:20]3[c:21]([Cl:27])[cH:22][c:23]([I:26])[cH:24][cH:25]3)[c:12]([F:18])[c:13]([F:17])[c:14]([Cl:16])[cH:15]2)=[O:28])[c:5]([F:6])[c:7]([F:8])[c:29]([F:30])[c:31]1[F:32].[O:52]1[CH2:53][CH2:54][CH2:55][CH2:56]1>>[C:9]([c:10]1[c:11]([NH:19][c:20]2[c:21]([Cl:27])[cH:22][c:23]([I:26])[cH:24][cH:25]2)[c:12]([F:18])[c:13]([F:17])[c:14]([Cl:16])[cH:15]1)(=[O:28])[NH:41][O:40][CH2:39][CH:37]1[CH2:36][O:35][C:34]([CH3:33])([CH3:42])[O:38]1. The reactants are BrC1=CC(=C(C=C1)O)I (4-bromo-2-iodophenol), IC1=C(C(=CC(=C1)I)I)O (2,4,6-triiodophenol), BrC1=C(C(=CC(=C1)Cl)I)O (2-bromo-4-chloro-6-iodophenol), BrC1=CC(=C(C(=C1)I)O)Cl (4-bromo-2-chloro-6-iodophenol). The product is BrC1=CC(=C(OC2C=CCC2)C=C1)I (3-(4-bromo-2-iodophenoxy)cyclopentene), BrC1=C(OC2C=CCC2)C(=CC(=C1)Cl)I (3-(2-bromo-4-chloro-6-iodophenoxy)cyclopentene), BrC1=CC(=C(OC2C=CCC2)C(=C1)I)Cl (3-(4-bromo-2-chloro-6-iodophenoxy)cyclopentene), IC1=C(OC2C=CCC2)C(=CC(=C1)I)I (3-(2,4,6-triiodophenoxy)cyclopentene). As a reaction SMILES: [Br:1][C:2]1[CH:7]=[CH:6][C:5]([OH:8])=[C:4]([I:9])[CH:3]=1.[Br:10][C:11]1[CH:16]=[C:15]([Cl:17])[CH:14]=[C:13]([I:18])[C:12]=1O.[Br:20][C:21]1[CH:26]=[C:25]([I:27])[C:24]([OH:28])=[C:23]([Cl:29])[CH:22]=1.[I:30][C:31]1[CH:36]=[C:35]([I:37])[CH:34]=[C:33]([I:38])[C:32]=1[OH:39]>>[Br:1][C:2]1[CH:7]=[CH:6][C:5]([O:8][CH:13]2[CH2:14][CH2:15][CH:16]=[CH:11]2)=[C:4]([I:9])[CH:3]=1.[Br:20][C:21]1[CH:22]=[C:23]([Cl:29])[CH:24]=[C:25]([I:27])[C:26]=1[O:39][CH:32]1[CH2:33][CH2:34][CH:35]=[CH:36]1.[Br:10][C:11]1[CH:12]=[C:13]([I:18])[C:14]([O:28][CH:24]2[CH2:23][CH2:21][CH:26]=[CH:25]2)=[C:15]([Cl:17])[CH:16]=1.[I:30][C:31]1[CH:36]=[C:35]([I:37])[CH:34]=[C:33]([I:38])[C:32]=1[O:39][CH:4]1[CH2:5][CH2:6][CH:7]=[CH:2]1. Procedure: The same procedure as in Example 8 except that 4-bromo-2-iodophenol, 2-bromo-4-chloro-6-iodophenol, 4-bromo-2-chloro-6-iodophenol or 2,4,6-triiodophenol is employed in place of 2,4-dibromo-6-iodophenol yields 3-(4-bromo-2-iodophenoxy)cyclopentene, 3-(2-bromo-4-chloro-6-iodophenoxy)cyclopentene, 3-(4-bromo-2-chloro-6-iodophenoxy)cyclopentene or 3-(2,4,6-triiodophenoxy)cyclopentene, respectively.